From a dataset of the Open Reaction Database (ORD), a public repository of structured organic reaction records. describe an organic reaction: reactants, conditions, products, and yield The reactants are C(C)(C)C=1C=CC(=NC1)S(=O)(=O)NC1=NC(=NC(=C1OC1=C(C=CC=C1)OC)OCCN)C1=CC=NC=C1 (5-isopropyl-N-[6-(2-aminoethoxy)-5-(o-methoxyphenoxy)-2-(4-pyridyl)-4-pyrimidinyl]-2-pyridine sulfonamide), C(CC)S(=O)(=O)Cl (1-propanesulfonylchloride). Yields the product C(C)(C)C=1C=CC(=NC1)S(=O)(=O)NC1=NC(=NC(=C1OC1=C(C=CC=C1)OC)OCCNS(=O)(=O)CCC)C1=NC=CC=C1 (5-isopropyl-N-[6-(2-(1-propanesulfonylamino)-ethoxy)-5-(o-methoxyphenoxy)-2-(2-pyridyl)-4-pyrimidinyl]-2-pyridine sulfonamide). Reaction SMILES: [CH:1]([C:4]1[CH:5]=[CH:6][C:7]([S:10]([NH:13][C:14]2[C:19]([O:20][C:21]3[CH:26]=[CH:25][CH:24]=[CH:23][C:22]=3[O:27][CH3:28])=[C:18]([O:29][CH2:30][CH2:31][NH2:32])[N:17]=[C:16](C3C=CN=CC=3)[N:15]=2)(=[O:12])=[O:11])=[N:8][CH:9]=1)([CH3:3])[CH3:2].[CH2:39]([S:42](Cl)(=[O:44])=[O:43])[CH2:40][CH3:41]>>[CH:1]([C:4]1[CH:5]=[CH:6][C:7]([S:10]([NH:13][C:14]2[C:19]([O:20][C:21]3[CH:26]=[CH:25][CH:24]=[CH:23][C:22]=3[O:27][CH3:28])=[C:18]([O:29][CH2:30][CH2:31][NH:32][S:42]([CH2:39][CH2:40][CH3:41])(=[O:44])=[O:43])[N:17]=[C:16]([C:7]3[CH:6]=[CH:5][CH:4]=[CH:9][N:8]=3)[N:15]=2)(=[O:12])=[O:11])=[N:8][CH:9]=1)([CH3:2])[CH3:3]. Procedure: According to the procedure described in Example 4a) 100 mg 5-isopropyl-N-[6-(2-aminoethoxy)-5-(o-methoxyphenoxy)-2-(4-pyridyl)-4-pyrimidinyl]-2-pyridine sulfonamide was reacted with 1-propanesulfonylchloride to give 76 mg 5-isopropyl-N-[6-(2-(1-propanesulfonylamino)-ethoxy)-5-(o-methoxyphenoxy)-2-(2-pyridyl)-4-pyrimidinyl]-2-pyridine sulfonamide. LC-MS: tR=4.56 min, [M+1]+=643.65, [M−1]−=641.70. Reactants: C1(=CC=CC=C1)NN (Phenylhydrazine), ClC=1N=C2C=CC=CC2=C2C=CC=CC12 (6-chlorophenanthridine). Solvent: C(C)O (ethanol). The product is Cl.C1=CC=CC2=NC(=C3C=CC=CC3=C12)NNC1=CC=CC=C1 (N-Phenanthridin-6-yl-N′-phenylhydrazine hydrochloride). RXN SMILES: [C:1]1([NH:7][NH2:8])[CH:6]=[CH:5][CH:4]=[CH:3][CH:2]=1.[Cl:9][C:10]1[N:11]=[C:12]2[C:17](=[C:18]3[C:23]=1[CH:22]=[CH:21][CH:20]=[CH:19]3)[CH:16]=[CH:15][CH:14]=[CH:13]2>C(O)C>[ClH:9].[CH:16]1[C:17]2[C:12](=[N:11][C:10]([NH:8][NH:7][C:1]3[CH:6]=[CH:5][CH:4]=[CH:3][CH:2]=3)=[C:23]3[C:18]=2[CH:19]=[CH:20][CH:21]=[CH:22]3)[CH:13]=[CH:14][CH:15]=1 |f:3.4|. Procedure: Phenylhydrazine (1.3 g, 12 mmol) is dissolved in ethanol (50 ml) and admixed under argon with 6-chlorophenanthridine (A. G. Mikhailovskii, V. S. Shklyaev, Chem. Heterocycl. Comp. 1992, 445) (2.1 g, 10 mmol). The mixture is stirred under reflux for 16 h. After cooling to room temperature, the mixture is concentrated and the resulting precipitate is filtered off and washed with methyl tert-butyl ether. Yield: 2.6 g (82%). Starting materials: CCC#CCC(C(C)=O)(C(=O)OC)C(CC(=O)OC)C(OC)OC, C1CCNCC1, CC(=O)O, C1CCOC1. The product is CCC#CCC1(C(=O)OC)C(=O)C=CC1CC(=O)OC. As a reaction SMILES: [C:1]([CH3:2])(=[O:3])[C:4]([CH:5]([CH2:6][C:7](=[O:8])[O:9][CH3:10])[CH:11]([O:12][CH3:13])[O:14][CH3:15])([CH2:16][C:17]#[C:18][CH2:19][CH3:20])[C:21](=[O:22])[O:23][CH3:24].[CH2:29]1[CH2:30][CH2:31][NH:32][CH2:33][CH2:34]1.[CH3:25][C:26](=[O:27])[OH:28].[O:35]1[CH2:36][CH2:37][CH2:38][CH2:39]1>>[C:1]1(=[O:3])[CH:2]=[CH:11][CH:5]([CH2:6][C:7](=[O:8])[O:9][CH3:10])[C:4]1([CH2:16][C:17]#[C:18][CH2:19][CH3:20])[C:21](=[O:22])[O:23][CH3:24]. Reactants: C=CC(=O)OC(CSc1ccccc1)CSc1ccccc1, CCCCCCCCCCCCS, CCO, O. Product: CCCCCCCCCCCCSCCC(=O)OC(CSc1ccccc1)CSc1ccccc1. Reaction SMILES: [C:1]([CH:2]=[CH2:3])(=[O:4])[O:5][CH:6]([CH2:7][S:8][c:9]1[cH:10][cH:11][cH:12][cH:13][cH:14]1)[CH2:15][S:16][c:17]1[cH:18][cH:19][cH:20][cH:21][cH:22]1.[CH2:23]([CH2:24][CH2:25][CH2:26][CH2:27][CH2:28][CH2:29][CH2:30][CH2:31][CH2:32][CH2:33][CH3:34])[SH:35].[CH3:37][CH2:38][OH:39].[OH2:36]>>[C:1]([CH2:2][CH2:3][S:35][CH2:23][CH2:24][CH2:25][CH2:26][CH2:27][CH2:28][CH2:29][CH2:30][CH2:31][CH2:32][CH2:33][CH3:34])(=[O:4])[O:5][CH:6]([CH2:7][S:8][c:9]1[cH:10][cH:11][cH:12][cH:13][cH:14]1)[CH2:15][S:16][c:17]1[cH:18][cH:19][cH:20][cH:21][cH:22]1. Starting materials: CCCc1nc2cnc3cc(Br)ccc3c2n1CC(C)C, ClCCl, [NH4+], [OH-], O=C(OO)c1cccc(Cl)c1, Cc1ccc(S(=O)(=O)Cl)cc1. Product: CCCc1nc2c(N)nc3cc(Br)ccc3c2n1CC(C)C. As a reaction SMILES: [Br:1][c:2]1[cH:3][cH:4][c:5]2[c:6]3[c:7]([cH:8][n:9][c:10]2[cH:11]1)[n:12][c:13]([CH2:19][CH2:20][CH3:21])[n:14]3[CH2:15][CH:16]([CH3:17])[CH3:18].[Cl:46][CH2:47][Cl:48].[NH4+:33].[OH-:34].[OH:22][O:23][C:24]([c:25]1[cH:26][c:27]([Cl:28])[cH:29][cH:30][cH:31]1)=[O:32].[c:35]1([CH3:36])[cH:37][cH:38][c:39]([S:40]([Cl:41])(=[O:42])=[O:43])[cH:44][cH:45]1>>[Br:1][c:2]1[cH:3][cH:4][c:5]2[c:6]3[c:7]([c:8]([NH2:33])[n:9][c:10]2[cH:11]1)[n:12][c:13]([CH2:19][CH2:20][CH3:21])[n:14]3[CH2:15][CH:16]([CH3:17])[CH3:18]. Reported procedure: The title compound was prepared in analogy to example 22, int. d) from [2-(4-chloro-phenyl)-5,6-difluoro-benzoimidazol-1-yl]-cyclohexyl-acetic acid and 4-amino-3-fluorobenzonitrile and using a gradient of heptane:ethyl acetate (1:1 to 4:1) as eluant. The title product was crystallized from tert-butyl methyl ether to give 0.79 g (61%) of a white solid (29%). Product: ClC1=CC=C(C=C1)C1=NC2=C(N1C(C(=O)NC1=C(C=C(C=C1)C#N)F)C1CCCCC1)C=C(C(=C2)F)F (2-[2-(4-Chloro-phenyl)-5,6-difluoro-benzoimidazol-1-yl]-N-(4-cyano-2-fluoro-phenyl)-2-cyclohexyl-acetamide), white solid. Starting materials: ClC1=CC=C(C=C1)C1=NC2=C(N1C(C(=O)O)C1CCCCC1)C=C(C(=C2)F)F ([2-(4-chloro-phenyl)-5,6-difluoro-benzoimidazol-1-yl]-cyclohexyl-acetic acid), NC1=C(C=C(C#N)C=C1)F (4-amino-3-fluorobenzonitrile). Solvent: CCCCCCC.C(C)(=O)OCC (heptane ethyl acetate). As a reaction SMILES: [Cl:1][C:2]1[CH:7]=[CH:6][C:5]([C:8]2[N:12]([CH:13]([CH:17]3[CH2:22][CH2:21][CH2:20][CH2:19][CH2:18]3)[C:14](O)=[O:15])[C:11]3[CH:23]=[C:24]([F:28])[C:25]([F:27])=[CH:26][C:10]=3[N:9]=2)=[CH:4][CH:3]=1.[NH2:29][C:30]1[CH:37]=[CH:36][C:33]([C:34]#[N:35])=[CH:32][C:31]=1[F:38]>CCCCCCC.C(OCC)(=O)C>[Cl:1][C:2]1[CH:3]=[CH:4][C:5]([C:8]2[N:12]([CH:13]([CH:17]3[CH2:18][CH2:19][CH2:20][CH2:21][CH2:22]3)[C:14]([NH:29][C:30]3[CH:37]=[CH:36][C:33]([C:34]#[N:35])=[CH:32][C:31]=3[F:38])=[O:15])[C:11]3[CH:23]=[C:24]([F:28])[C:25]([F:27])=[CH:26][C:10]=3[N:9]=2)=[CH:6][CH:7]=1 |f:2.3|.